Task: describe an organic reaction: reactants, conditions, products, and yield. Dataset: the Open Reaction Database (ORD), a public repository of structured organic reaction records Starting materials: [Mg] (magnesium), CC=1CCC2C(CC(CCC12)=O)=C (1-methyl-4-methylen-6-oxo-2,3,3a,4,5,6,7,8-octahydroazulene), II (iodine), BrC(C)C (2-bromopropane). The solvent is O1CCCC1 (tetrahydrofuran). Conditions: time 30 minute. Yields the product OC1(CC(C2CCC(=C2CC1)C)=C)C(=C)C (6-hydroxy-6-isopropenyl-1-methyl-4-methylen-2,3,3a,4,5,6,7,8-octahydroazulene). Yield: 76.0%. As a reaction SMILES: [Mg].II.Br[CH:5]([CH3:7])[CH3:6].[CH3:8][C:9]1[CH2:10][CH2:11][CH:12]2[C:18]=1[CH2:17][CH2:16][C:15](=[O:19])[CH2:14][C:13]2=[CH2:20]>O1CCCC1>[OH:19][C:15]1([C:5]([CH3:7])=[CH2:6])[CH2:16][CH2:17][C:18]2[CH:12]([CH2:11][CH2:10][C:9]=2[CH3:8])[C:13](=[CH2:20])[CH2:14]1. Procedure: To a Grignard solution, prepared from 1 g of magnesium chips activated with 1 g of iodine, 5 ml of 2-bromopropane and about 100 ml of tetrahydrofuran, were added over 10 minutes 1.76 g of 1-methyl-4-methylen-6-oxo-2,3,3a,4,5,6,7,8-octahydroazulene. The mixture was stirred vigorously for 30 minutes, cooled to 0° and treated with excess ice-cold ammonium chloride solution. The mixture was then extracted with ether, the organic extract washed with carbonate solution and water, dried over magnesium ... Starting materials: N[C@H](C(=O)O)CC1=CC=C(C=C1)Cl ((S)-2-amino-3-(4-chlorophenyl)propanoic acid), FC=1C=C(C=CC1[N+](=O)[O-])C1=NN=C(S1)NC(OC(C)(C)C)=O (tert-butyl 5-(3-fluoro-4-nitrophenyl)-1,3,4-thiadiazol-2-ylcarbamate), ClC1=CC=C(C[C@@H]2N(S(OC2)(=O)=O)C(=O)OC(C)(C)C)C=C1 (tert-butyl (4S)-4-(4-chlorobenzyl)-1,2,3-oxathiazolidine-3-carboxylate 2,2-dioxide). The product is N[C@H](CNC1=NN=C(S1)C1=CC2=C(NC(O2)=O)C=C1)CC1=CC=C(C=C1)Cl (6-(5-((S)-2-Amino-3-(4-chlorophenyl)propylamino)-1,3,4-thiadiazol-2-yl)benzo[d]oxazol-2(3H)-one), ClC1=CC=C(C[C@@H]2N(S(OC2)(=O)=O)C(=O)OC(C)(C)C)C=C1 (tert-Butyl (4S)-4-(4-chlorobenzyl)-1,2,3-oxathiazolidine-3-carboxylate 2,2-dioxide). RXN SMILES: F[C:2]1[CH:3]=[C:4]([C:11]2[S:15][C:14]([NH:16][C:17](=O)OC(C)(C)C)=[N:13][N:12]=2)[CH:5]=[CH:6][C:7]=1[N+:8]([O-])=O.[Cl:24][C:25]1[CH:45]=[CH:44][C:28]([CH2:29][C@H:30]2[CH2:34][O:33][S:32](=[O:36])(=[O:35])[N:31]2[C:37]([O:39][C:40]([CH3:43])([CH3:42])[CH3:41])=[O:38])=[CH:27][CH:26]=1.N[C@@H](CC1C=CC(Cl)=CC=1)[C:48]([OH:50])=[O:49]>>[NH2:31][C@@H:30]([CH2:29][C:28]1[CH:27]=[CH:26][C:25]([Cl:24])=[CH:45][CH:44]=1)[CH2:17][NH:16][C:14]1[S:15][C:11]([C:4]2[CH:5]=[CH:6][C:7]3[NH:8][C:48](=[O:49])[O:50][C:2]=3[CH:3]=2)=[N:12][N:13]=1.[Cl:24][C:25]1[CH:26]=[CH:27][C:28]([CH2:29][C@H:30]2[CH2:34][O:33][S:32](=[O:36])(=[O:35])[N:31]2[C:37]([O:39][C:40]([CH3:41])([CH3:42])[CH3:43])=[O:38])=[CH:44][CH:45]=1. Procedure details: The title compound was synthesized in a similar manner to that described for Example 11, by alkylating tert-butyl 5-(3-fluoro-4-nitrophenyl)-1,3,4-thiadiazol-2-ylcarbamate, prepared as in Example 1, with tert-butyl (4S)-4-(4-chlorobenzyl)-1,2,3-oxathiazolidine-3-carboxylate 2,2-dioxide instead of tert-butyl (4S)-4-(4-(trifluoromethyl)benzyl)-1,2,3-oxathiazolidine-3-carboxylate 2-oxide. tert-Butyl (4S)-4-(4-chlorobenzyl)-1,2,3-oxathiazolidine-3-carboxylate 2,2-dioxide was prepared as shown in Sch... The reactants are C(C)OC(C(CC)Br)=O (ethyl-2-bromobutyrate), C(C1=CC=CC=C1)O (benzyl alcohol), [OH-].[K+] (potassium hydroxide). Solvent: CN(C)C=O (DMF). Yields the product C(C)OC(C(CC)OCC1=CC=CC=C1)=O (ethyl-2-benzyloxybutyrate). Reaction SMILES: [CH2:1]([O:3][C:4](=[O:9])[CH:5](Br)[CH2:6][CH3:7])[CH3:2].[CH2:10]([OH:17])[C:11]1[CH:16]=[CH:15][CH:14]=[CH:13][CH:12]=1.[OH-].[K+]>CN(C=O)C>[CH2:1]([O:3][C:4](=[O:9])[CH:5]([O:17][CH2:10][C:11]1[CH:16]=[CH:15][CH:14]=[CH:13][CH:12]=1)[CH2:6][CH3:7])[CH3:2] |f:2.3|. Reported procedure: As per scheme-12, ethyl-2-bromobutyrate (12-a) is reacted with benzyl alcohol in presence of potassium hydroxide in DMF at 25° C. to 35° C. up to 3 hr to provide ethyl-2-benzyloxybutyrate (12-b). Compound 12-b is treated with hydrazine hydrate in ethanol at reflux temperature to provide corresponding acid hydrazide compound 12-c. The compound 12-c is treated with 2-picolinic acid in the presence of dehydrating agent EDC along with HOBt and N-methyl morpholine in DMF at a temperature 0° C. to 30°... As a reaction SMILES: C[Si](C)(C)CCOC[N:7]1C(C2C3NN=NC=3N=C(N)N=2)=CC=N1.[H-].[Na+].[Br:26][CH2:27][C:28]1[CH:29]=[C:30]([CH:40]=[CH:41]C=1)[CH2:31]NC(=O)OC(C)(C)C>CN(C=O)C>[Br:26][CH2:27][C:28]1[CH:29]=[C:30]([CH3:31])[CH:40]=[CH:41][N:7]=1 |f:1.2|. Isolated yield 138.7%. Conditions: time 15 minute. Yields the product BrCC1=NC=CC(=C1)C (2-Bromomethyl-4-methylpyridine). Run in CN(C)C=O (DMF). Reported procedure: A stirred solution of the 7-(1-(2-(trimethylsilyl)ethoxymethyl)-1H-pyrazol-5-yl)-1H-[1,2,3]triazolo[4,5-d]pyrimidine-5-amine (330 mg, 1 mmol) in dry DMF (5 mL) was treated with NaH (40 mg, 60% in oil, 1 mmol), stirred for 15 min, treated with tert-butyl N-(3-(bromomethyl)benzyl)carbamate (300 mg, 1 mmol) and stirred for 1 h. The mixture was partitioned between EtOAc (20 mL) and H2O (20 mL), the organic phase was dried (MgSO4), concentrated in vacuo and purified by chromatography [SiO2; iso-hexan... Reactants: C[Si](CCOCN1N=CC=C1C=1C2=C(N=C(N1)N)N=NN2)(C)C (7-(1-(2-(trimethylsilyl)ethoxymethyl)-1H-pyrazol-5-yl)-1H-[1,2,3]triazolo[4,5-d]pyrimidine-5-amine), [H-].[Na+] (NaH), BrCC=1C=C(CNC(OC(C)(C)C)=O)C=CC1 (tert-butyl N-(3-(bromomethyl)benzyl)carbamate).